Dataset: the Open Reaction Database (ORD), a public repository of structured organic reaction records. Task: describe an organic reaction: reactants, conditions, products, and yield Starting materials: C(C1=CC=CC=C1)OC(=O)N1CCC2=CC=C(C=C12)[N+](=O)[O-] (1-benzyloxycarbonyl-2,3-dihydro-6-nitroindole), O.O.[Sn](Cl)Cl (tin(II) chloride dihydrate). Run in C(C)O (ethanol). Conditions: temperature 70 celsius. Product: NC1=CC=C2CCN(C2=C1)C(=O)OCC1=CC=CC=C1 (6-amino-1-benzyloxycarbonyl-2,3-dihydroindole). Isolated yield 98.7%. As a reaction SMILES: [CH2:1]([O:8][C:9]([N:11]1[C:19]2[C:14](=[CH:15][CH:16]=[C:17]([N+:20]([O-])=O)[CH:18]=2)[CH2:13][CH2:12]1)=[O:10])[C:2]1[CH:7]=[CH:6][CH:5]=[CH:4][CH:3]=1.O.O.[Sn](Cl)Cl>C(O)C>[NH2:20][C:17]1[CH:18]=[C:19]2[C:14]([CH2:13][CH2:12][N:11]2[C:9]([O:8][CH2:1][C:2]2[CH:7]=[CH:6][CH:5]=[CH:4][CH:3]=2)=[O:10])=[CH:15][CH:16]=1 |f:1.2.3|. Procedure: A mixture of 1-benzyloxycarbonyl-2,3-dihydro-6-nitroindole (1.0 g, 3.36 mmol) and tin(II) chloride dihydrate (3.78 g, 16.75 mmol) in ethanol (70 mL) was heated at 70° C., under an atmosphere of nitrogen, for 3 hours. The solution was cooled and the solvent evaporated under reduced pressure to give an off-white solid. The solid was partitioned between water (50 mL) and ethyl actate (100 mL) and the aqueous layer basified (pH 11) with 1M sodium hydroxide solution. The mixture was filtered to remov... Reactants: O=C([O-])[O-], C1COCCO1, N#Cc1ccc(Cl)nc1, [K+], [K+], O=C(Nc1nc(-c2ccco2)c(N2CCOCC2)s1)C1CCNCC1. RXN SMILES: [C:35](=[O:36])([O-:37])[O-:38].[CH2:41]1[O:42][CH2:43][CH2:44][O:45][CH2:46]1.[Cl:26][c:27]1[n:28][cH:29][c:30]([C:33]#[N:34])[cH:31][cH:32]1.[K+:39].[K+:40].[o:1]1[c:2](-[c:6]2[n:7][c:8]([NH:17][C:18](=[O:19])[CH:20]3[CH2:21][CH2:22][NH:23][CH2:24][CH2:25]3)[s:9][c:10]2[N:11]2[CH2:12][CH2:13][O:14][CH2:15][CH2:16]2)[cH:3][cH:4][cH:5]1>>[o:1]1[c:2](-[c:6]2[n:7][c:8]([NH:17][C:18](=[O:19])[CH:20]3[CH2:21][CH2:22][N:23]([c:27]4[n:28][cH:29][c:30]([C:33]#[N:34])[cH:31][cH:32]4)[CH2:24][CH2:25]3)[s:9][c:10]2[N:11]2[CH2:12][CH2:13][O:14][CH2:15][CH2:16]2)[cH:3][cH:4][cH:5]1. Product: N#Cc1ccc(N2CCC(C(=O)Nc3nc(-c4ccco4)c(N4CCOCC4)s3)CC2)nc1. Reactants: ClCC(=O)NC1=C(C=C(OC2CCN(CC2)C(=O)OC(C)(C)C)C=C1)F (tert-Butyl 4-[4-(2-Chloro acetylamino)-3-fluoro phenoxy]piperidine-1-carboxylate), N1CCOCC1 (morpholine), C([O-])([O-])=O.[K+].[K+] (potassium carbonate). Run in C(C)#N (acetonitrile). Reaction conditions: time 5 hour. Product: FC=1C=C(OC2CCN(CC2)C(=O)OC(C)(C)C)C=CC1NC(CN1CCOCC1)=O (tert-Butyl 4-[3-fluoro-4-(2-(morpholin-4-yl)acetylamino) phenoxy]piperidine-1-carboxylate). The yield is 83.4%. Reaction SMILES: Cl[CH2:2][C:3]([NH:5][C:6]1[CH:25]=[CH:24][C:9]([O:10][CH:11]2[CH2:16][CH2:15][N:14]([C:17]([O:19][C:20]([CH3:23])([CH3:22])[CH3:21])=[O:18])[CH2:13][CH2:12]2)=[CH:8][C:7]=1[F:26])=[O:4].[NH:27]1[CH2:32][CH2:31][O:30][CH2:29][CH2:28]1.C(=O)([O-])[O-].[K+].[K+]>C(#N)C>[F:26][C:7]1[CH:8]=[C:9]([CH:24]=[CH:25][C:6]=1[NH:5][C:3](=[O:4])[CH2:2][N:27]1[CH2:32][CH2:31][O:30][CH2:29][CH2:28]1)[O:10][CH:11]1[CH2:16][CH2:15][N:14]([C:17]([O:19][C:20]([CH3:23])([CH3:22])[CH3:21])=[O:18])[CH2:13][CH2:12]1 |f:2.3.4|. Procedure: A mixture of tert-Butyl 4-[4-(2-Chloro acetylamino)-3-fluoro phenoxy]piperidine-1-carboxylate (3.31 g, 0.0085 moles, obtained in preparation 3), morpholine (0.89 g, 0.01 moles) and potassium carbonate (1.75 g, 0.012 moles) in acetonitrile (30 mL) was stirred for 5 hours at reflux temperature. The mixture was concentrated under reduced pressure and the residue, thus obtained, was partitioned between ethyl acetate (50 mL) and water (50 mL). The resulted aq. Phase was extracted with ethyl acetate (... Reaction conditions: time 2 hour. Run in C(Cl)Cl (methylene chloride). As a reaction SMILES: Cl.[CH2:2]([N:4]1[CH2:8][CH2:7][CH2:6][CH:5]1[CH2:9][NH:10][C:11](=[O:25])[C:12]1[C:17]([O:18][CH2:19][CH3:20])=[CH:16][CH:15]=[C:14]([Br:21])[C:13]=1[O:22]CC)[CH3:3].B(Br)(Br)Br>C(Cl)Cl>[CH2:2]([N:4]1[CH2:8][CH2:7][CH2:6][CH:5]1[CH2:9][NH:10][C:11](=[O:25])[C:12]1[C:17]([O:18][CH2:19][CH3:20])=[CH:16][CH:15]=[C:14]([Br:21])[C:13]=1[OH:22])[CH3:3] |f:0.1|. Procedure: 5.0 g (0.0115 mole) of N-ethyl-2-(3-bromo-2,6-diethoxybenzamidomethyl)pyrrolidine hydrochloride is dissolved in 125 ml of methylene chloride. 1.25 ml (0.013 mole) of boron tribromide is added. The mixture is left for two hours at room temperature. It is then washed with 2M NH3 and with water. The organic phase is dried over Na2SO4 and evaporated. The oily base obtained crystallizes after treatment with petroleum ether. The precipitate is filtered off and is recrystallized from ethanol. M.p. 83°-... The reactants are Cl.C(C)N1C(CCC1)CNC(C1=C(C(=CC=C1OCC)Br)OCC)=O (N-ethyl-2-(3-bromo-2,6-diethoxybenzamidomethyl)pyrrolidine hydrochloride), B(Br)(Br)Br (boron tribromide). Yields the product C(C)N1C(CCC1)CNC(C1=C(C(=CC=C1OCC)Br)O)=O (N-Ethyl-2-(3-bromo-6-ethoxy-2-hydroxybenzamidomethyl)pyrrolidine). Reactants: [N+](=O)(O)[O-] (nitric acid), ClC=1C(=C(C(=C(C1)Cl)Cl)Cl)Cl (pentachlorobenzene), S(O)(O)(=O)=O (sulfuric acid), [N+](=O)(O)[O-] (nitric acid). Conditions: temperature 125 celsius. Product: ClC1=C(C(=C(C(=C1[N+](=O)[O-])Cl)Cl)Cl)Cl (pentachloronitrobenzene). Reaction SMILES: [Cl:1][C:2]1[C:3]([Cl:11])=[C:4]([Cl:10])[C:5]([Cl:9])=[C:6]([Cl:8])[CH:7]=1.S(=O)(=O)(O)O.[N+:17]([O-])([OH:19])=[O:18]>>[Cl:1][C:2]1[C:7]([N+:17]([O-:19])=[O:18])=[C:6]([Cl:8])[C:5]([Cl:9])=[C:4]([Cl:10])[C:3]=1[Cl:11]. Procedure: Into a three-neck 750 ml flask equipped with a mechanical agitator, thermometer and condenser were charged 250 g of 99.7% pure granular pentachlorobenzene and 440 g of 92% sulfuric acid which was heated to 104°-108° C. by means of an electric heating mantle. The flask was then charged with 100 g of 99% pure concentrated nitric acid. This concentrated nitric acid was gradually added over a period of 0.83 hours while the reaction mixture was stirred and the temperature of the mixture maintained at... Starting materials: NC=1C(=NC(=CC1N)C1=CC(=C(C=C1)OCC)C(F)(F)F)C#N (3,4-diamino-6-(4-ethoxy-3-trifluoromethyl-phenyl)-pyridine-2-carbonitrile), C(C)OC(OCC)OCC (triethylorthoformate). Reagents/catalysts: [O-]S(=O)(=O)C(F)(F)F.[Yb+3].[O-]S(=O)(=O)C(F)(F)F.[O-]S(=O)(=O)C(F)(F)F (ytterbium triflate). Solvent: C(C)#N (acetonitrile). Product: C(C)OC1=C(C=C(C=C1)C1=CC2=C(C(=N1)C#N)N=CN2)C(F)(F)F (6-(4-ethoxy-3-trifluoromethyl-phenyl)-1H-imidazo[4,5-c]pyridine-4-carbonitrile). Yield: 57.1%. RXN SMILES: [NH2:1][C:2]1[C:3]([C:22]#[N:23])=[N:4][C:5]([C:9]2[CH:14]=[CH:13][C:12]([O:15][CH2:16][CH3:17])=[C:11]([C:18]([F:21])([F:20])[F:19])[CH:10]=2)=[CH:6][C:7]=1[NH2:8].[CH2:24](OC(OCC)OCC)C>[O-]S(C(F)(F)F)(=O)=O.[Yb+3].[O-]S(C(F)(F)F)(=O)=O.[O-]S(C(F)(F)F)(=O)=O.C(#N)C>[CH2:16]([O:15][C:12]1[CH:13]=[CH:14][C:9]([C:5]2[N:4]=[C:3]([C:22]#[N:23])[C:2]3[N:1]=[CH:24][NH:8][C:7]=3[CH:6]=2)=[CH:10][C:11]=1[C:18]([F:21])([F:19])[F:20])[CH3:17] |f:2.3.4.5|. Procedure details: A stirred suspension of 3,4-diamino-6-(4-ethoxy-3-trifluoromethyl-phenyl)-pyridine-2-carbonitrile (4.4 g, 13.7 mmol), ytterbium triflate (173 mg, 2 mol %), triethylorthoformate (6.08 g, 41.1 mmol) and acetonitrile (50 ml) was heated to reflux for 30 minutes. The solid precipitate was collected by filtration and washed sparingly with acetonitrile to afford 6-(4-ethoxy-3-trifluoromethyl-phenyl)-1H-imidazo[4,5-c]pyridine-4-carbonitrile (2.6 g). 1H NMR (DMSO): δ 8.67 (s, 1H), 8.47 (s, 1H), 8.36 (m, ... The reactants are FC(C(=O)O)(F)F.NC=1C(=NC=CC1)C=O (3-amino-2-pyridine carboxaldehyde trifluoroacetate), COC1=C(C=CC=C1)CCC#N (3-(2-methoxyphenyl)propionitrile), CC(C)(C)[O-].[K+] (potassium tert-butylate). The product is COC1=C(CC=2C(=NC3=CC=CN=C3C2)N)C=CC=C1 (3-(2-Methoxybenzyl)-1,5-naphthyridin-2-amine). As a reaction SMILES: F[C:2](F)(F)[C:3]([OH:5])=O.[NH2:8][C:9]1[C:10]([CH:15]=O)=[N:11][CH:12]=[CH:13][CH:14]=1.CO[C:19]1[CH:24]=[CH:23]C=C[C:20]=1[CH2:25][CH2:26][C:27]#[N:28].[CH3:29]C([O-])(C)C.[K+]>>[CH3:29][O:5][C:3]1[CH:2]=[CH:23][CH:24]=[CH:19][C:20]=1[CH2:25][C:26]1[C:27]([NH2:28])=[N:8][C:9]2[C:10]([CH:15]=1)=[N:11][CH:12]=[CH:13][CH:14]=2 |f:0.1,3.4|. Procedure details: The title compound was synthesized according to EXAMPLE 11 from 3-amino-2-pyridine carboxaldehyde trifluoroacetate (in turn synthesized from (2-formylpyridin-3-yl)carbamate tert-butyl ester by treatment with trifluoroacetic acid) and 3-(2-methoxyphenyl)propionitrile. One equivalent of potassium tert-butylate was additionally used. Reactants: CC(=O)Nc1cc(Cl)ccc1C=CC(=O)O, CCN=C=NCCCN(C)C, CC1CN(Cc2ccc(Cl)cc2)CCN1, CN(C)C=O, On1nnc2ccccc21. The product is CC(=O)Nc1cc(Cl)ccc1C=CC(=O)N1CCN(Cc2ccc(Cl)cc2)CC1C. RXN SMILES: [C:1]([CH3:2])(=[O:3])[NH:4][c:5]1[c:6]([CH:12]=[CH:13][C:14](=[O:15])[OH:16])[cH:7][cH:8][c:9]([Cl:11])[cH:10]1.[CH3:32][CH2:33][N:34]=[C:35]=[N:36][CH2:37][CH2:38][CH2:39][N:40]([CH3:41])[CH3:42].[Cl:17][c:18]1[cH:19][cH:20][c:21]([CH2:22][N:23]2[CH2:24][CH:25]([CH3:29])[NH:26][CH2:27][CH2:28]2)[cH:30][cH:31]1.[O:53]=[CH:54][N:55]([CH3:56])[CH3:57].[OH:43][n:44]1[c:45]2[c:46]([cH:47][cH:48][cH:49][cH:50]2)[n:51][n:52]1>>[C:1]([CH3:2])(=[O:3])[NH:4][c:5]1[c:6]([CH:12]=[CH:13][C:14](=[O:16])[N:26]2[CH:25]([CH3:29])[CH2:24][N:23]([CH2:22][c:21]3[cH:20][cH:19][c:18]([Cl:17])[cH:31][cH:30]3)[CH2:28][CH2:27]2)[cH:7][cH:8][c:9]([Cl:11])[cH:10]1. The reactants are ClC=1C(=C(C(=O)O)C=CC1)F (3-chloro-2-fluorobenzoic acid), FC1(CCC(CC1)(C=1C=NC(=CC1)F)CN)F ((4,4-difluoro-1-(6-fluoropyridin-3-yl)cyclohexyl)methanamine). Yields the product ClC=1C(=C(C(=O)NCC2(CCC(CC2)(F)F)C=2C=NC(=CC2)F)C=CC1)F (3-chloro-N-((4,4-difluoro-1-(6-fluoropyridin-3-yl)cyclohexyl)methyl)-2-fluorobenzamide). RXN SMILES: [Cl:1][C:2]1[C:3]([F:11])=[C:4]([CH:8]=[CH:9][CH:10]=1)[C:5]([OH:7])=O.[F:12][C:13]1([F:28])[CH2:18][CH2:17][C:16]([CH2:26][NH2:27])([C:19]2[CH:20]=[N:21][C:22]([F:25])=[CH:23][CH:24]=2)[CH2:15][CH2:14]1>>[Cl:1][C:2]1[C:3]([F:11])=[C:4]([CH:8]=[CH:9][CH:10]=1)[C:5]([NH:27][CH2:26][C:16]1([C:19]2[CH:20]=[N:21][C:22]([F:25])=[CH:23][CH:24]=2)[CH2:17][CH2:18][C:13]([F:12])([F:28])[CH2:14][CH2:15]1)=[O:7]. Procedure details: From 3-chloro-2-fluorobenzoic acid and (4,4-difluoro-1-(6-fluoropyridin-3-yl)cyclohexyl)methanamine. LCMS (MH+): m/z=401.2, tR (minutes, Method D)=0.75